This data is from the Open Reaction Database (ORD), a public repository of structured organic reaction records. The task is: describe an organic reaction: reactants, conditions, products, and yield Reported procedure: A solution of the product of (3aS,4R,6aS,7R,10S,10aS)-7-(2,2-difluoro-1-methylvinyl)-2,2,5,10-tetramethyl-4,6a,7,8,9,10-hexahydro-3aH-naphtho[1,8a-d][1,3]dioxol-4-yl acetate (Preparation 151, 400 mg) and para-toluenesulfonic acid in methanol (20 ml) was stirred at room temperature for 24 hours. The reaction mixture was quenched with excess aqueous sodium hydrogen carbonate, diluted with water and extracted with diethyl ether (2×). The combined organic phases were washed with concentrated aqueous... Product: C(C)(=O)O[C@H]1[C@@H]([C@@]2([C@H](CC[C@H]([C@@H]2C=C1C)C(=C(F)F)C)C)O)O ((1S,2R,4aS,5R,8S,8aS)-5-(2,2-difluoro-1-methylvinyl)-1,8a-dihydroxy-3,8-dimethyl-1,2,4a,5,6,7,8,8a-octahydro-2-naphthalenyl acetate). Reactants: C(C)(=O)O[C@@H]1C(=C[C@H]2[C@@H](CC[C@@H]([C@@]23[C@H]1OC(O3)(C)C)C)C(=C(F)F)C)C ((3aS,4R,6aS,7R,10S,10aS)-7-(2,2-difluoro-1-methylvinyl)-2,2,5,10-tetramethyl-4,6a,7,8,9,10-hexahydro-3aH-naphtho[1,8a-d][1,3]dioxol-4-yl acetate), C1(=CC=C(C=C1)S(=O)(=O)O)C (para-toluenesulfonic acid). Isolated yield 54.7%. RXN SMILES: [C:1]([O:4][C@H:5]1[C@@H:14]2[O:15]C(C)(C)[O:17][C@:13]32[C@H:8]([C@H:9]([C:21]([CH3:25])=[C:22]([F:24])[F:23])[CH2:10][CH2:11][C@@H:12]3[CH3:20])[CH:7]=[C:6]1[CH3:26])(=[O:3])[CH3:2].C1(C)C=CC(S(O)(=O)=O)=CC=1>CO>[C:1]([O:4][C@@H:5]1[C:6]([CH3:26])=[CH:7][C@@H:8]2[C@@:13]([OH:17])([C@@H:12]([CH3:20])[CH2:11][CH2:10][C@H:9]2[C:21]([CH3:25])=[C:22]([F:24])[F:23])[C@H:14]1[OH:15])(=[O:3])[CH3:2]. Solvent: CO (methanol). Reactants: ClC1=CC=C(C=CCN2N=C(C=C(C2=O)NC(=O)OCC)C2=CC=C(C=C2)OC)C=C1 (2-(4-chlorocinnamyl)-4-ethoxycarbonylamino-6-(4-methoxyphenyl)-2H-pyridazin-3-one), CI (methyl iodide), C([O-])([O-])=O.[K+].[K+] (potassium carbonate). Solvent: CN(C=O)C (N,N-dimethylformamide). The product is ClC1=CC=C(C=CCN2N=C(C=C(C2=O)N(C)C(=O)OCC)C2=CC=C(C=C2)OC)C=C1 (2-(4-chlorocinnamyl)-6-(4-methoxy-phenyl)-4-(N-methylethoxycarbonylamino)-2H-pyridazin-3-one). Yield: 89.2%. RXN SMILES: [Cl:1][C:2]1[CH:31]=[CH:30][C:5]([CH:6]=[CH:7][CH2:8][N:9]2[C:14](=[O:15])[C:13]([NH:16][C:17]([O:19][CH2:20][CH3:21])=[O:18])=[CH:12][C:11]([C:22]3[CH:27]=[CH:26][C:25]([O:28][CH3:29])=[CH:24][CH:23]=3)=[N:10]2)=[CH:4][CH:3]=1.CI.[C:34](=O)([O-])[O-].[K+].[K+]>CN(C)C=O>[Cl:1][C:2]1[CH:3]=[CH:4][C:5]([CH:6]=[CH:7][CH2:8][N:9]2[C:14](=[O:15])[C:13]([N:16]([C:17]([O:19][CH2:20][CH3:21])=[O:18])[CH3:34])=[CH:12][C:11]([C:22]3[CH:23]=[CH:24][C:25]([O:28][CH3:29])=[CH:26][CH:27]=3)=[N:10]2)=[CH:30][CH:31]=1 |f:2.3.4|. Procedure details: In N,N-dimethylformamide, 2-(4-chlorocinnamyl)-4-ethoxycarbonylamino-6-(4-methoxyphenyl)-2H-pyridazin-3-one (100 mg) was stirred at 80° C. for 1 hour in the presence of methyl iodide and potassium carbonate. The procedures of Example 1 were then repeated likewise, whereby the title compound (92 mg, 89.2%) was obtained. Reactants: CCO, CC(=O)NCCn1ccc2c([N+](=O)[O-])cccc2c1=O, [Pd]. Product: CC(=O)NCCn1ccc2c(N)cccc2c1=O. Reaction SMILES: [CH3:21][CH2:22][OH:23].[N+:1]([O-:2])(=[O:3])[c:4]1[c:5]2[cH:6][cH:7][n:8]([CH2:15][CH2:16][NH:17][C:18]([CH3:19])=[O:20])[c:9](=[O:14])[c:10]2[cH:11][cH:12][cH:13]1.[Pd:24]>>[NH2:1][c:4]1[c:5]2[cH:6][cH:7][n:8]([CH2:15][CH2:16][NH:17][C:18]([CH3:19])=[O:20])[c:9](=[O:14])[c:10]2[cH:11][cH:12][cH:13]1. Starting materials: product, COC1=C(C=CC=C1)N1CCNCC1 (1-(2-methoxyphenyl)piperazine), C(C)(=O)O[BH-](OC(C)=O)OC(C)=O.[Na+] (sodium triacetoxyborohydride). The product is COC1=C(C=CC=C1)N1CCN(CC1)CC1=CC2=NC=CC=C2O1 (2-{[4-(2-methoxyphenyl)-1-piperazinyl]methyl}furo[3,2-b]pyridine). Reaction SMILES: [CH3:1][O:2][C:3]1[CH:8]=[CH:7][CH:6]=[CH:5][C:4]=1[N:9]1[CH2:14][CH2:13][NH:12][CH2:11][CH2:10]1.C(O[BH-](O[C:25](=[O:27])[CH3:26])OC(=O)C)(=O)C.[Na+]>>[CH3:1][O:2][C:3]1[CH:8]=[CH:7][CH:6]=[CH:5][C:4]=1[N:9]1[CH2:14][CH2:13][N:12]([CH2:7][C:6]2[O:27][C:25]3[C:26](=[N:9][CH:4]=[CH:3][CH:8]=3)[CH:5]=2)[CH2:11][CH2:10]1 |f:1.2|. Procedure details: The product from Example 35B, 1-(2-methoxyphenyl)piperazine, and sodium triacetoxyborohydride were processed as described in Example 35C to provide the title compound. 1H NMR (CDCl3, 300 MHz) δ 2.85 (br, 4H), 3.19 (br, 4H), 3.85 (s, 3H), 3.88 (s, 2H), 6.93 (m, 5H), 7.20 (dd, 4.75, 8.14 Hz, 1H), 7.74 (m, J=1.02, 7.12 Hz, 1H), 8.54 (br, 1H); MS (DCI/NH3) m/z 324.2 (M+H)+; Anal Calcd for C19H21N3O2: C, 70.57; H, 6.55; N, 12.99. Found: C, 69.72; H, 6.45; N, 12.81.